Dataset: the Open Reaction Database (ORD), a public repository of structured organic reaction records. Task: describe an organic reaction: reactants, conditions, products, and yield The reactants are BrC=1C=C(C(=O)O)C=CC1OC (3-bromo-4-methoxy-benzoic acid), CN1CCN(CC1)C1=CC=C(C=C1)N (4-(4-methyl-piperazin-1-yl)-phenylamine), CCN=C=NCCCN(C)C (EDAC), C=1C=CC2=C(C1)N=NN2O (HOBT), CN1CCOCC1 (N-methylmorpholine). Solvent: CN(C)C=O (DMF), O (water). Reaction conditions: time 18 hour. The product is BrC=1C=C(C(=O)NC2=CC=C(C=C2)N2CCN(CC2)C)C=CC1OC (3-Bromo-4-methoxy-N-[4-(4-methyl-piperazin-1-yl)-phenyl]-benzamide). As a reaction SMILES: [Br:1][C:2]1[CH:3]=[C:4]([CH:8]=[CH:9][C:10]=1[O:11][CH3:12])[C:5]([OH:7])=O.[CH3:13][N:14]1[CH2:19][CH2:18][N:17]([C:20]2[CH:25]=[CH:24][C:23]([NH2:26])=[CH:22][CH:21]=2)[CH2:16][CH2:15]1.CCN=C=NCCCN(C)C.C1C=CC2N(O)N=NC=2C=1.CN1CCOCC1>CN(C=O)C.O>[Br:1][C:2]1[CH:3]=[C:4]([CH:8]=[CH:9][C:10]=1[O:11][CH3:12])[C:5]([NH:26][C:23]1[CH:22]=[CH:21][C:20]([N:17]2[CH2:16][CH2:15][N:14]([CH3:13])[CH2:19][CH2:18]2)=[CH:25][CH:24]=1)=[O:7]. Procedure details: A mixture of 3-bromo-4-methoxy-benzoic acid (500 mg), 4-(4-methyl-piperazin-1-yl)-phenylamine (413 mg), EDAC (828 mg), HOBT (534 mg) and N-methylmorpholine (712 μl) in DMF (3 ml) was stirred at room temperature for 18 h. The mixture was then diluted with water (30 ml) and the resulting solid collected by filtration and dried (840 mg) Reactants: BrC1=CC(=C(C=C1)C(C(=O)O)OC)F ((RS)-(4-Bromo-2-fluoro-phenyl)-methoxy-acetic acid), NCC1=CC=C(C#N)C=C1 (4-aminomethyl benzonitrile). The product is BrC1=CC(=C(C=C1)C(C(=O)NCC1=CC=C(C=C1)C#N)OC)F ((RS)-2-(4-bromo-2-fluoro-phenyl)-N-(4-cyano-benzyl)-2-methoxy-acetamide). RXN SMILES: [Br:1][C:2]1[CH:7]=[CH:6][C:5]([CH:8]([O:12][CH3:13])[C:9]([OH:11])=O)=[C:4]([F:14])[CH:3]=1.[NH2:15][CH2:16][C:17]1[CH:24]=[CH:23][C:20]([C:21]#[N:22])=[CH:19][CH:18]=1>>[Br:1][C:2]1[CH:7]=[CH:6][C:5]([CH:8]([O:12][CH3:13])[C:9]([NH:22][CH2:21][C:20]2[CH:23]=[CH:24][C:17]([C:16]#[N:15])=[CH:18][CH:19]=2)=[O:11])=[C:4]([F:14])[CH:3]=1. Procedure: (RS)-(4-Bromo-2-fluoro-phenyl)-methoxy-acetic acid was coupled with 4-aminomethyl benzonitrile according to general procedure C to give (RS)-2-(4-bromo-2-fluoro-phenyl)-N-(4-cyano-benzyl)-2-methoxy-acetamide. Light yellow gum. Reactants: C1(=CC=CC=C1)CN1CCC(CC1)C1=CC=C(C=C1)N (4-[1-(phenylmethyl)-4-piperidinyl]-benzenamine), CC(C)NC(C)C (N-(1-methylethyl)-2-propanamine), C=1(C(=CC=CC1)C(=O)O)C1=CC=CC=C1 ([1,1′-Biphenyl]-2-carboxylic acid), S(=O)(Cl)Cl (Thionyl chloride). The solvent is C(Cl)Cl (DCM), C(Cl)Cl (DCM), CN(C)C=O (DMF). Product: C1(=CC=CC=C1)CN1CCC(CC1)C1=CC=C(C=C1)NC(=O)C=1C(=CC=CC1)C1=CC=CC=C1 (N-[4-[1-(phenylmethyl)-4-piperidinyl]phenyl]-[1,1′-biphenyl]-2-carboxamide). Isolated yield 112.0%. RXN SMILES: [C:1]1([C:10]2[CH:15]=[CH:14][CH:13]=[CH:12][CH:11]=2)[C:2]([C:7]([OH:9])=O)=[CH:3][CH:4]=[CH:5][CH:6]=1.S(Cl)(Cl)=O.[C:20]1([CH2:26][N:27]2[CH2:32][CH2:31][CH:30]([C:33]3[CH:38]=[CH:37][C:36]([NH2:39])=[CH:35][CH:34]=3)[CH2:29][CH2:28]2)[CH:25]=[CH:24][CH:23]=[CH:22][CH:21]=1.CC(NC(C)C)C>C(Cl)Cl.CN(C=O)C>[C:20]1([CH2:26][N:27]2[CH2:28][CH2:29][CH:30]([C:33]3[CH:34]=[CH:35][C:36]([NH:39][C:7]([C:2]4[C:1]([C:10]5[CH:15]=[CH:14][CH:13]=[CH:12][CH:11]=5)=[CH:6][CH:5]=[CH:4][CH:3]=4)=[O:9])=[CH:37][CH:38]=3)[CH2:31][CH2:32]2)[CH:21]=[CH:22][CH:23]=[CH:24][CH:25]=1. Procedure: [1,1′-Biphenyl]-2-carboxylic acid (0.25 mol) was dissolved in DCM (500 ml) and DMF (0.5 ml). Thionyl chloride (0.51 mol) was added dropwise. The mixture was stirred and refluxed for 1 hour under nitrogen flow. The solvent was evaporated. DCM (500 ml) was added twice. The solvent was evaporated twice. The residue was dissolved in DCM (200 ml) and then added dropwise at 0° C. to a mixture of 4-[1-(phenylmethyl)-4-piperidinyl]-benzenamine (0.25 mol) and N-(1-methylethyl)-2-propanamine (0.75 mol) in... Reactants: CC1(OCCO1)C1=CC=C(O1)CN1N=C(C=C1)N (1-[5-(2-methyl-[1,3]dioxolan-2-yl)-furan-2-ylmethyl]-1H-pyrazol-3-ylamine), CC=1OC(=C(N1)C(=O)O)C1=CC(=CC=C1)OC(F)(F)F (2-methyl-5-(3-trifluoromethoxy-phenyl)-oxazole-4-carboxylic acid), 05b. Product: C(C)(=O)C1=CC=C(O1)CN1N=C(C=C1)NC(=O)C=1N=C(OC1C1=CC(=CC=C1)OC(F)(F)F)C (2-Methyl-5-(3-trifluoromethoxy-phenyl)-oxazole-4-carboxylic acid [1-(5-acetyl-furan-2-ylmethyl)-1H-pyrazol-3-yl]-amide). Reaction SMILES: [CH3:1][C:2]1([C:7]2[O:11][C:10]([CH2:12][N:13]3[CH:17]=[CH:16][C:15]([NH2:18])=[N:14]3)=[CH:9][CH:8]=2)[O:6]CCO1.[CH3:19][C:20]1[O:21][C:22]([C:28]2[CH:33]=[CH:32][CH:31]=[C:30]([O:34][C:35]([F:38])([F:37])[F:36])[CH:29]=2)=[C:23]([C:25](O)=[O:26])[N:24]=1>>[C:2]([C:7]1[O:11][C:10]([CH2:12][N:13]2[CH:17]=[CH:16][C:15]([NH:18][C:25]([C:23]3[N:24]=[C:20]([CH3:19])[O:21][C:22]=3[C:28]3[CH:33]=[CH:32][CH:31]=[C:30]([O:34][C:35]([F:37])([F:36])[F:38])[CH:29]=3)=[O:26])=[N:14]2)=[CH:9][CH:8]=1)(=[O:6])[CH3:1]. Procedure details: Following general procedure B followed by T, starting from 1-[5-(2-methyl-[1,3]dioxolan-2-yl)-furan-2-ylmethyl]-1H-pyrazol-3-ylamine and 2-methyl-5-(3-trifluoromethoxy-phenyl)-oxazole-4-carboxylic acid. LC-MS-conditions 05b: tR=1.16 min; [M+H]+=475.07.